This data is from the Open Reaction Database (ORD), a public repository of structured organic reaction records. The task is: describe an organic reaction: reactants, conditions, products, and yield The reactants are CI, [H-], [Na+], CN(C)C=O, Nc1c(O)cccc1[N+](=O)[O-]. Product: COc1cccc([N+](=O)[O-])c1N. As a reaction SMILES: [CH3:14][I:15].[H-:13].[Na+:12].[O:16]=[CH:17][N:18]([CH3:19])[CH3:20].[OH:1][c:2]1[c:3]([NH2:4])[c:5]([N+:9](=[O:10])[O-:11])[cH:6][cH:7][cH:8]1>>[O:1]([c:2]1[c:3]([NH2:4])[c:5]([N+:9](=[O:10])[O-:11])[cH:6][cH:7][cH:8]1)[CH3:14].